From a dataset of the Open Reaction Database (ORD), a public repository of structured organic reaction records. describe an organic reaction: reactants, conditions, products, and yield Starting materials: CN(C)C(=O)C1CC(N(C(=O)C(C)(C)C#N)C2CCC(C)(C)CC2)CN1C(=O)OC(C)(C)C, CO, [H][H]. The product is CN(C)C(=O)C1CC(N(C(=O)C(C)(C)CN)C2CCC(C)(C)CC2)CN1C(=O)OC(C)(C)C. Reaction SMILES: [C:1](=[O:2])([O:3][C:4]([CH3:5])([CH3:6])[CH3:7])[N:8]1[CH:9]([C:29](=[O:30])[N:31]([CH3:32])[CH3:33])[CH2:10][CH:11]([N:13]([CH:14]2[CH2:15][CH2:16][C:17]([CH3:20])([CH3:21])[CH2:18][CH2:19]2)[C:22]([C:23]([CH3:24])([CH3:25])[C:26]#[N:27])=[O:28])[CH2:12]1.[CH3:36][OH:37].[H:34][H:35]>>[C:1](=[O:2])([O:3][C:4]([CH3:5])([CH3:6])[CH3:7])[N:8]1[CH:9]([C:29](=[O:30])[N:31]([CH3:32])[CH3:33])[CH2:10][CH:11]([N:13]([CH:14]2[CH2:15][CH2:16][C:17]([CH3:20])([CH3:21])[CH2:18][CH2:19]2)[C:22]([C:23]([CH3:24])([CH3:25])[CH2:26][NH2:27])=[O:28])[CH2:12]1.